This data is from the Open Reaction Database (ORD), a public repository of structured organic reaction records. The task is: describe an organic reaction: reactants, conditions, products, and yield The reactants are o-methylbenzyl halides, substituted benzenes, Al silicate, o-benzyl-toluenes, CC1=C(C=CC=C1)CCl (2-CH3C6H4CH2Cl), Al silicate. The solvent is C1(=CC=CC=C1)C (toluene). Yields the product CC1=C(CC2=C(C=CC=C2)C)C=CC=C1 (2-methylbenzyltoluene). Isolated yield 81.0%. RXN SMILES: [CH3:1][C:2]1[CH:7]=[CH:6][CH:5]=[CH:4][C:3]=1[CH2:8]Cl>C1(C)C=CC=CC=1>[CH3:1][C:2]1[CH:7]=[CH:6][CH:5]=[CH:4][C:3]=1[CH2:8][C:3]1[CH:4]=[CH:5][CH:6]=[CH:7][C:2]=1[CH3:1]. Reported procedure: A German patent, Ger.Offen 2,547,0310 (1977), disclosed the preparation of o-benzyl-toluenes by the reaction of o-methylbenzyl halides with substituted benzenes in the presence of Al-silicate. The 2-CH3C6H4CH2Cl was stirred with toluene and Al-silicate (25% Al2O3) at 110° C. to give 81% 2-methylbenzyltoluene. According to a Japanese patent, Jpn. Kokai Tokkyo Koho JP 59,186,937 (1984), o-benzylphenol was prepared by the liquid phase reaction of benzyl alcohol with phenol in the presence of γ-Al2O... The reactants are S(=O)([O-])S(=O)[O-].[Na+].[Na+] (sodium hydrosulfite), resultant mixture, C(C)(C)(C)C=1C(C(=CC(C1)=O)C(C)(C)C)=O (2,6-Di-tert-butyl-1,4-benzoquinone), NC=1SC(=CN1)C (2-amino-5-methylthiazole). Reagents/catalysts: [Cl-].[Ti](Cl)(Cl)(Cl)Cl (titanium tetrachloride chloride). Run in O (water), ClC(C)Cl (dichloroethane). The product is C(C)(C)(C)C1=C(C(=CC(=C1)NC=1SC(=CN1)C)C(C)(C)C)O (2,6-di-tert-butyl-4-[(5-methyl-2-thiazolyl)amino]phenol). The yield is 33.6%. Reaction SMILES: [C:1]([C:5]1[C:6](=[O:16])[C:7]([C:12]([CH3:15])([CH3:14])[CH3:13])=[CH:8][C:9](=O)[CH:10]=1)([CH3:4])([CH3:3])[CH3:2].[NH2:17][C:18]1[S:19][C:20]([CH3:23])=[CH:21][N:22]=1.S(S([O-])=O)([O-])=O.[Na+].[Na+]>ClC(Cl)C.O.[Cl-].[Ti](Cl)(Cl)(Cl)Cl>[C:1]([C:5]1[CH:10]=[C:9]([NH:17][C:18]2[S:19][C:20]([CH3:23])=[CH:21][N:22]=2)[CH:8]=[C:7]([C:12]([CH3:15])([CH3:14])[CH3:13])[C:6]=1[OH:16])([CH3:4])([CH3:3])[CH3:2] |f:2.3.4,7.8|. Procedure: 2,6-Di-tert-butyl-1,4-benzoquinone (2.20 g) and 3.43 g of 2-amino-5-methylthiazole were dissolved in 60 ml of anhydrous dichloroethane, 0.55 ml of titanium tetrachloride chloride was added, and the mixture was heated under reflux for 14.5 hours. The mixture was then cooled to room temperature, a solution of 40 g of sodium hydrosulfite in 150 ml of water was added, and the resultant mixture was stirred for 2 hours. The insoluble matter was filtered off, the filtrate was allowed to undergo phase s... Conditions: temperature 90 celsius, time 16 hour. Product: OCCOC1=C(C(=NC(=N1)C1=CC=NC=C1)NS(=O)(=O)CCC1=CC=CC=C1)OC1=C(C=CC=C1)OC (2-phenyl-ethanesulfonic acid [6-(2-hydroxy-ethoxy)-5-(2-methoxy-phenoxy)-2-pyridin-4-yl-pyrimidin-4-yl]-amide). Procedure details: To a suspension of NaH (644 mg, 60% in mineral oil) in DME (15 ml) was added ethylene glycol (15 ml). After evolution of gas had ceased, 2-phenyl-ethanesulfonic acid [6-chloro-5-(2-methoxy-phenoxy)-2-pyridin-4-yl-pyrimidin-4-yl]-amide (800 mg) was added and the resulting solution was stirred at 90° C. for 16 h. A further portion of NaH (322 mg) was added and stirring was continued at 90° C. for 4 d. The mixture was diluted with EA (200 ml) and washed once with 10% aq. citric acid and 3 times wit... Solvent: COCCOC (DME), CC(OCC)=O (EA). As a reaction SMILES: [H-].[Na+].[CH2:3]([OH:6])[CH2:4][OH:5].Cl[C:8]1[N:13]=[C:12]([C:14]2[CH:19]=[CH:18][N:17]=[CH:16][CH:15]=2)[N:11]=[C:10]([NH:20][S:21]([CH2:24][CH2:25][C:26]2[CH:31]=[CH:30][CH:29]=[CH:28][CH:27]=2)(=[O:23])=[O:22])[C:9]=1[O:32][C:33]1[CH:38]=[CH:37][CH:36]=[CH:35][C:34]=1[O:39][CH3:40]>COCCOC.CC(=O)OCC>[OH:5][CH2:4][CH2:3][O:6][C:8]1[N:13]=[C:12]([C:14]2[CH:15]=[CH:16][N:17]=[CH:18][CH:19]=2)[N:11]=[C:10]([NH:20][S:21]([CH2:24][CH2:25][C:26]2[CH:31]=[CH:30][CH:29]=[CH:28][CH:27]=2)(=[O:22])=[O:23])[C:9]=1[O:32][C:33]1[CH:38]=[CH:37][CH:36]=[CH:35][C:34]=1[O:39][CH3:40] |f:0.1|. Reactants: C(CO)O (ethylene glycol), [H-].[Na+] (NaH), [H-].[Na+] (NaH), ClC1=C(C(=NC(=N1)C1=CC=NC=C1)NS(=O)(=O)CCC1=CC=CC=C1)OC1=C(C=CC=C1)OC (2-phenyl-ethanesulfonic acid [6-chloro-5-(2-methoxy-phenoxy)-2-pyridin-4-yl-pyrimidin-4-yl]-amide). Reactants: O=C(NC(Cc1c[nH]cn1)C(=O)O)OCc1ccccc1, CCOC(C)=O, [N-]=[N+]=[N-], CN(C)C=O, O=C(NCCO)C1CCCN1. Yields the product O=C(NC(Cc1c[nH]cn1)C(=O)N1CCCC1C(=O)NCCO)OCc1ccccc1. Reaction SMILES: [CH2:10]([c:11]1[cH:12][cH:13][cH:14][cH:15][cH:16]1)[O:17][C:18](=[O:19])[NH:20][CH:21]([CH2:22][c:23]1[cH:24][nH:25][cH:26][n:27]1)[C:28](=[O:29])[OH:30].[CH3:1][CH2:2][O:3][C:4](=[O:5])[CH3:6].[N-:7]=[N+:8]=[N-:9].[O:42]=[CH:43][N:44]([CH3:45])[CH3:46].[OH:31][CH2:32][CH2:33][NH:34][C:35](=[O:36])[CH:37]1[NH:38][CH2:39][CH2:40][CH2:41]1>>[CH2:10]([c:11]1[cH:12][cH:13][cH:14][cH:15][cH:16]1)[O:17][C:18](=[O:19])[NH:20][CH:21]([CH2:22][c:23]1[cH:24][nH:25][cH:26][n:27]1)[C:28](=[O:30])[N:38]1[CH:37]([C:35]([NH:34][CH2:33][CH2:32][OH:31])=[O:36])[CH2:41][CH2:40][CH2:39]1. Reactants: C1COCCN1, CCO, Nc1nnc(Br)s1. Product: Nc1nnc(N2CCOCC2)s1. RXN SMILES: [CH2:8]1[CH2:9][O:10][CH2:11][CH2:12][NH:13]1.[CH3:14][CH2:15][OH:16].[NH2:1][c:2]1[s:3][c:4]([Br:7])[n:5][n:6]1>>[NH2:1][c:2]1[s:3][c:4]([N:13]2[CH2:8][CH2:9][O:10][CH2:11][CH2:12]2)[n:5][n:6]1. Reactants: BrC=1C=CC2=C(C=C(CCS2(=O)=O)C(=O)NC2=CC=C(C=C2)CN(C2CCOCC2)C)C1 (7-bromo-N-[4-[[N-methyl-N-(tetrahydropyran-4-yl)amino]methyl]phenyl]-1,1-dioxo-2,3-dihydro-1-benzothiepine-4-carboxamide), C1(=CC=CC=C1)C.C(C)O.O (toluene ethanol water), B(OC1=CC(=CC=C1)OCCOCC)([O-])[O-] (3-(2-ethoxyethoxy)phenyl borate), C([O-])([O-])=O.[K+].[K+] (potassium carbonate). The reagents and catalysts are C=1C=CC(=CC1)[P](C=2C=CC=CC2)(C=3C=CC=CC3)[Pd]([P](C=4C=CC=CC4)(C=5C=CC=CC5)C=6C=CC=CC6)([P](C=7C=CC=CC7)(C=8C=CC=CC8)C=9C=CC=CC9)[P](C=1C=CC=CC1)(C=1C=CC=CC1)C=1C=CC=CC1 (tetrakistriphenylphosphinepalladium). Solvent: O (water). Run at time 30 minute. Yields the product C(C)OCCOC=1C=C(C=CC1)C=1C=CC2=C(C=C(CCS2(=O)=O)C(=O)NC2=CC=C(C=C2)CN(C2CCOCC2)C)C1 (7-[3-(2-ethoxyethoxy)phenyl]-N-[4-[[N-methyl-N-(tetrahydropyran-4-yl)amino]methyl]phenyl]-1,1-dioxo-2,3-dihydro-1-benzothiepine-4-carboxamide). Isolated yield 43.5%. RXN SMILES: Br[C:2]1[CH:3]=[CH:4][C:5]2[S:11](=[O:13])(=[O:12])[CH2:10][CH2:9][C:8]([C:14]([NH:16][C:17]3[CH:22]=[CH:21][C:20]([CH2:23][N:24]([CH3:31])[CH:25]4[CH2:30][CH2:29][O:28][CH2:27][CH2:26]4)=[CH:19][CH:18]=3)=[O:15])=[CH:7][C:6]=2[CH:32]=1.C1(C)C=CC=CC=1.C(O)C.O.B([O-])([O-])O[C:46]1[CH:51]=[CH:50][CH:49]=[C:48]([O:52][CH2:53][CH2:54][O:55][CH2:56][CH3:57])[CH:47]=1.C(=O)([O-])[O-].[K+].[K+]>C1C=CC([P]([Pd]([P](C2C=CC=CC=2)(C2C=CC=CC=2)C2C=CC=CC=2)([P](C2C=CC=CC=2)(C2C=CC=CC=2)C2C=CC=CC=2)[P](C2C=CC=CC=2)(C2C=CC=CC=2)C2C=CC=CC=2)(C2C=CC=CC=2)C2C=CC=CC=2)=CC=1.O>[CH2:56]([O:55][CH2:54][CH2:53][O:52][C:48]1[CH:47]=[C:46]([C:2]2[CH:3]=[CH:4][C:5]3[S:11](=[O:12])(=[O:13])[CH2:10][CH2:9][C:8]([C:14]([NH:16][C:17]4[CH:18]=[CH:19][C:20]([CH2:23][N:24]([CH3:31])[CH:25]5[CH2:26][CH2:27][O:28][CH2:29][CH2:30]5)=[CH:21][CH:22]=4)=[O:15])=[CH:7][C:6]=3[CH:32]=2)[CH:51]=[CH:50][CH:49]=1)[CH3:57] |f:1.2.3,5.6.7,^1:69,71,90,109|. Procedure: To 7-bromo-N-[4-[[N-methyl-N-(tetrahydropyran-4-yl)amino]methyl]phenyl]-1,1-dioxo-2,3-dihydro-1-benzothiepine-4-carboxamide (300 mg) was added toluene/ethanol/water (20/1/1, 13.9 ml) and then were added 3-(2-ethoxyethoxy)phenyl borate (145 mg) and potassium carbonate (176 mg), and the mixture was stirred at room temperature for 30 minutes. To the mixture was added tetrakistriphenylphosphinepalladium (27 mg), and the mixture was refluxed for 10 hours and cooled to room temperature. The mixture wa...